From a dataset of the Open Reaction Database (ORD), a public repository of structured organic reaction records. describe an organic reaction: reactants, conditions, products, and yield Reactants: N#Cc1ccc(Br)cc1, C1CCOC1, [Cl-], [Cl-], [Li+], [NH4+], O=C1CCOCC1. Yields the product N#Cc1ccc(C2(O)CCOCC2)cc1. RXN SMILES: [Br:3][c:4]1[cH:5][cH:6][c:7]([C:8]#[N:9])[cH:10][cH:11]1.[CH2:21]1[O:22][CH2:23][CH2:24][CH2:25]1.[Cl-:19].[Cl-:1].[Li+:2].[NH4+:20].[O:12]1[CH2:13][CH2:14][C:15](=[O:18])[CH2:16][CH2:17]1>>[c:4]1([C:15]2([OH:18])[CH2:14][CH2:13][O:12][CH2:17][CH2:16]2)[cH:5][cH:6][c:7]([C:8]#[N:9])[cH:10][cH:11]1. The reactants are C1(CCCCC1)N(C(=O)CCCOC=1C=C2C=CC(NC2=CC1)=O)C (6-[3-(N-cyclohexyl-N-methylaminocarbonyl)propoxy]carbostyril), P12(=S)SP3(=S)SP(=S)(S1)SP(=S)(S2)S3 (phosphorus pentasulfide). Solvent: C1=CC=CC=C1 (benzene). Yields the product C1(CCCCC1)N(C(=S)CCCOC=1C=C2C=CC(NC2=CC1)=O)C (6-[3-(N-cyclohexyl-N-methylaminothiocarbonyl)propoxy]carbostyril). Yield: 200.6%. Reaction SMILES: [CH:1]1([N:7]([CH3:25])[C:8]([CH2:10][CH2:11][CH2:12][O:13][C:14]2[CH:15]=[C:16]3[C:21](=[CH:22][CH:23]=2)[NH:20][C:19](=[O:24])[CH:18]=[CH:17]3)=O)[CH2:6][CH2:5][CH2:4][CH2:3][CH2:2]1.P12(SP3(SP(SP(S3)(S1)=S)(=S)S2)=S)=[S:27]>C1C=CC=CC=1>[CH:1]1([N:7]([CH3:25])[C:8]([CH2:10][CH2:11][CH2:12][O:13][C:14]2[CH:15]=[C:16]3[C:21](=[CH:22][CH:23]=2)[NH:20][C:19](=[O:24])[CH:18]=[CH:17]3)=[S:27])[CH2:6][CH2:5][CH2:4][CH2:3][CH2:2]1. Procedure details: A solution of 13.7 g of 6-[3-(N-cyclohexyl-N-methylaminocarbonyl)propoxy]carbostyril and 4.45 g of phosphorus pentasulfide in 200 ml of benzene was refluxed for 5 hours. The reaction mixture was allowed to cool. The insolubles were removed by filtration. The filtrate was subjected to distillation to remove the solvent. The resulting residue was purified by a silica gel column chromatography (eluant: 5% methanol/dichloromethane) to obtain 7.2 g of 6-[3-(N-cyclohexyl-N-methylaminothiocarbonyl)prop... Starting materials: P12(=S)SP3(=S)SP(=S)(S1)SP(=S)(S2)S3 (P2S5), C (charcoal), Cl (HCl), CC1=C(C=CC(=C1)NC(=O)C)OC (2-methyl-4-acetamino-anisole), [OH-].[Na+] (NaOH). The solvent is O1CCOCC1 (dioxane), N1=CC=CC=C1 (pyridine), O (water). Yields the product CC1=C(C=CC(=C1)NC(=S)C)OC (2-methyl-4-thioacetamino-anisole). RXN SMILES: [CH3:1][C:2]1[CH:7]=[C:6]([NH:8][C:9]([CH3:11])=O)[CH:5]=[CH:4][C:3]=1[O:12][CH3:13].P12(SP3(SP(SP(S3)(S1)=S)(=S)S2)=S)=[S:15].[OH-].[Na+].C.Cl>O.O1CCOCC1.N1C=CC=CC=1>[CH3:1][C:2]1[CH:7]=[C:6]([NH:8][C:9]([CH3:11])=[S:15])[CH:5]=[CH:4][C:3]=1[O:12][CH3:13] |f:2.3|. Reported procedure: 185 g of 2-methyl-4-acetamino-anisole (prepared by procedures described by M. Heidelberg and W. A. Jacobs in J.A.C.S. 41 (1919) p. 1453), 100 ml of pyridine and 250 ml of anhydrous dioxane were poured into a 1 l. multi-neck flask mounted on an oil bath whose temperature was 100° C. After complete dissolution, 130 g of P2S5 were added thereto in small portions under stirring; after the addition, the solution thus obtained was stirred for another 45 minutes by maintaining the conditions of the rea... Reactants: BrC=1C(=CC(=C(C1)NC1=NC(=NC=C1)Cl)[N+](=O)[O-])F (N-(5-bromo-4-fluoro-2-nitrophenyl)-2-chloropyrimidin-4-amine), [OH-].[NH4+] (ammonium hydroxide), [NH4+] (ammonium). The solvent is CC(C)O (2-propanol). Conditions: temperature 90 celsius, time 15 hour. The product is BrC=1C(=CC(=C(C1)NC1=NC(=NC=C1)N)[N+](=O)[O-])F (4-N-(5-bromo-4-fluoro-2-nitrophenyl)pyrimidine-2,4-diamine). The yield is 72.0%. RXN SMILES: [Br:1][C:2]1[C:3]([F:19])=[CH:4][C:5]([N+:16]([O-:18])=[O:17])=[C:6]([NH:8][C:9]2[CH:14]=[CH:13][N:12]=[C:11](Cl)[N:10]=2)[CH:7]=1.[OH-].[NH4+:21].[NH4+]>CC(O)C>[Br:1][C:2]1[C:3]([F:19])=[CH:4][C:5]([N+:16]([O-:18])=[O:17])=[C:6]([NH:8][C:9]2[CH:14]=[CH:13][N:12]=[C:11]([NH2:21])[N:10]=2)[CH:7]=1 |f:1.2|. Procedure: To a solution of N-(5-bromo-4-fluoro-2-nitrophenyl)-2-chloropyrimidin-4-amine (1.05 g, 3.02 mmol) in 2-propanol (12 mL) in a pressure vessel was added ammonium hydroxide (12 mL, 303 mmol) carefully at RT. The reaction vessel was sealed and stirred at 90° C. for 15 hr (4 bar). Extra aqueous ammonium (4 mL, 100 mmol) was added and the reaction heated at 90° C. for 1 hr then cooled to 0° C. The resultant orange precipitate was filtered and dried by suction filtration to afford the title compound as... The reactants are ClC1=CC=C(C=C1)C1(OC(CC1)CCC)CBr (2-(4-chlorophenyl)-2-bromomethyl-5-prop-1-yltetrahydrofuran), OCC(CC(=C)C1=C(C=C(C=C1)Cl)Cl)CCC (4-(hydroxymethyl)-2-(2,4-dichlorophenyl)hept-1-ene), BrBr (bromine), N1=CC=CC=C1 (pyridine). Run in ClCCl (dichloromethane). The product is ClC1=C(C=CC(=C1)Cl)C1(OCC(C1)CCC)CBr (2-(2,4-dichlorophenyl)-2-bromomethyl-4-prop-1-yltetrahydrofuran). Isolated yield 98.0%. Reaction SMILES: ClC1C=CC(C2(C[Br:17])CCC(CCC)O2)=CC=1.[OH:18][CH2:19][CH:20]([CH2:32][CH2:33][CH3:34])[CH2:21][C:22]([C:24]1[CH:29]=[CH:28][C:27]([Cl:30])=[CH:26][C:25]=1[Cl:31])=[CH2:23].BrBr.N1C=CC=CC=1>ClCCl>[Cl:31][C:25]1[CH:26]=[C:27]([Cl:30])[CH:28]=[CH:29][C:24]=1[C:22]1([CH2:23][Br:17])[CH2:21][CH:20]([CH2:32][CH2:33][CH3:34])[CH2:19][O:18]1. Reported procedure: By the cyclisation procedure described for the preparation of 2-(4-chlorophenyl)-2-bromomethyl-5-prop-1-yltetrahydrofuran (see Example 1), 4-(hydroxymethyl)-2-(2,4-dichlorophenyl)hept-1-ene (1.5 g), bromine (0.88 g), and pyridine (0.43 g) in dry dichloromethane (30 ml) gave 2-(2,4-dichlorophenyl)-2-bromomethyl-4-prop-1-yltetrahydrofuran (1.9 g, 98%) as a pale yellow oil.